Dataset: the Open Reaction Database (ORD), a public repository of structured organic reaction records. Task: describe an organic reaction: reactants, conditions, products, and yield Reactants: ClC=1C=C2CCCC(C2=CC1)=NO (6-chloro-3,4-dihydro-1(2H)-naphthalenone oxime), C1(=CC=CC=C1)N1CNC(C12CCNCC2)=O (1-phenyl-1,3,8-triazaspiro[4.5]decan-4-one). Yields the product Cl.ClC=1C=C2CCCC(C2=CC1)N1CCC2(C(NCN2C2=CC=CC=C2)=O)CC1 ((RS)-8-(6-Chloro-1,2,3,4-tetrahydro-naphthalen-1-yl)-1-phenyl-1,3,8-triaza-spiro[4.5]decan-4-one hydrochloride). RXN SMILES: [Cl:1][C:2]1[CH:3]=[C:4]2[C:9](=[CH:10][CH:11]=1)[C:8](=[N:12]O)[CH2:7][CH2:6][CH2:5]2.[C:14]1([N:20]2[C:24]3([CH2:29][CH2:28]N[CH2:26][CH2:25]3)[C:23](=[O:30])[NH:22][CH2:21]2)[CH:19]=[CH:18][CH:17]=[CH:16][CH:15]=1>>[ClH:1].[Cl:1][C:2]1[CH:3]=[C:4]2[C:9](=[CH:10][CH:11]=1)[CH:8]([N:12]1[CH2:28][CH2:29][C:24]3([N:20]([C:14]4[CH:15]=[CH:16][CH:17]=[CH:18][CH:19]=4)[CH2:21][NH:22][C:23]3=[O:30])[CH2:25][CH2:26]1)[CH2:7][CH2:6][CH2:5]2 |f:2.3|. Reported procedure: The title compound, m.p.>250° C. and MS: m/e=396.2 (M+H+) was prepared in accordance with the general method of example 11 from 6-chloro-3,4-dihydro-1(2H)-naphthalenone oxime and 1-phenyl-1,3,8-triazaspiro[4.5]decan-4-one. Reactants: CCO, CCOC(=O)C(CCc1ccccc1)NC1CCc2ccccc2N(CC(=O)O)C1=O, Cl, O. Product: CCOC(=O)C(CCc1ccccc1)NC1CCc2ccccc2N(CC(=O)O)C1=O. RXN SMILES: [CH3:1][CH2:2][OH:3].[CH3:4][CH2:5][O:6][C:7](=[O:8])[CH:9]([CH2:10][CH2:11][c:12]1[cH:13][cH:14][cH:15][cH:16][cH:17]1)[NH:18][CH:19]1[CH2:20][CH2:21][c:22]2[cH:23][cH:24][cH:25][cH:26][c:27]2[N:28]([CH2:29][C:30]([OH:31])=[O:32])[C:33]1=[O:34].[ClH:35].[OH2:36]>>[CH3:4][CH2:5][O:6][C:7](=[O:8])[CH:9]([CH2:10][CH2:11][c:12]1[cH:13][cH:14][cH:15][cH:16][cH:17]1)[NH:18][CH:19]1[CH2:20][CH2:21][c:22]2[cH:23][cH:24][cH:25][cH:26][c:27]2[N:28]([CH2:29][C:30](=[O:31])[OH:32])[C:33]1=[O:34]. Reaction SMILES: [CH:43]([N:44]([CH2:45][CH3:46])[CH:47]([CH3:48])[CH3:49])([CH3:50])[CH3:51].[CH:52]([Cl:53])([Cl:54])[Cl:55].[Cl:1][c:2]1[cH:3][n:4][n:5]([CH3:17])[c:6]1-[c:7]1[cH:8][c:9]([C:14](=[O:15])[OH:16])[s:10][c:11]1[O:12][CH3:13].[NH2:18][CH:19]([CH2:20][N:21]1[C:22](=[O:31])[c:23]2[cH:24][cH:25][cH:26][cH:27][c:28]2[C:29]1=[O:30])[CH2:32][c:33]1[c:34]([C:39]([F:40])([F:41])[F:42])[cH:35][cH:36][cH:37][cH:38]1>>[Cl:1][c:2]1[cH:3][n:4][n:5]([CH3:17])[c:6]1-[c:7]1[cH:8][c:9]([C:14](=[O:16])[NH:18][CH:19]([CH2:20][N:21]2[C:22](=[O:31])[c:23]3[cH:24][cH:25][cH:26][cH:27][c:28]3[C:29]2=[O:30])[CH2:32][c:33]2[c:34]([C:39]([F:40])([F:41])[F:42])[cH:35][cH:36][cH:37][cH:38]2)[s:10][c:11]1[O:12][CH3:13]. Yields the product COc1sc(C(=O)NC(Cc2ccccc2C(F)(F)F)CN2C(=O)c3ccccc3C2=O)cc1-c1c(Cl)cnn1C. The reactants are CCN(C(C)C)C(C)C, ClC(Cl)Cl, COc1sc(C(=O)O)cc1-c1c(Cl)cnn1C, NC(Cc1ccccc1C(F)(F)F)CN1C(=O)c2ccccc2C1=O. Reactants: [BH4-], CCC(=O)C1=C(C)C(=O)C(C)C(C)O1, [Cl-], [Cl-], [Na+], C1CCOC1, [Zn+2]. Yields the product CCC(O)C1=C(C)C(=O)C(C)C(C)O1. Reaction SMILES: [BH4-:1].[CH3:3][CH:4]1[O:5][C:6]([C:13]([CH2:14][CH3:15])=[O:16])=[C:7]([CH3:12])[C:8](=[O:11])[CH:9]1[CH3:10].[Cl-:22].[Cl-:24].[Na+:2].[O:17]1[CH2:18][CH2:19][CH2:20][CH2:21]1.[Zn+2:23]>>[CH3:3][CH:4]1[O:5][C:6]([CH:13]([CH2:14][CH3:15])[OH:16])=[C:7]([CH3:12])[C:8](=[O:11])[CH:9]1[CH3:10].